Dataset: the Open Reaction Database (ORD), a public repository of structured organic reaction records. Task: describe an organic reaction: reactants, conditions, products, and yield The reactants are C(C)(C)(C)OC(=O)N[C@@H](CSCCN1C([C@@H](N=C(C2=C1C=CC=C2)C2=CC=CC=C2)NC(=O)C=2NC1=CC=CC=C1C2)=O)C(=O)OC(C2=CC=CC=C2)C2=CC=CC=C2 ((3R)-1-[2-((2R)-2-tert-butoxycarbonylamino-2-benzhydryloxycarbonylethylthio)ethyl]-1,3-dihydro-3-(2-indolylcarbonylamino) -5-phenyl-2H-1,4-benzodiazepine-2-one), C(C)(C)(C)OC(=O)N[C@@H](CSCCN1C([C@H](N=C(C2=C1C=CC=C2)C2=CC=CC=C2)NC(=O)C=2NC1=CC=CC=C1C2)=O)C(=O)OC(C2=CC=CC=C2)C2=CC=CC=C2 ((3S)-1-[2-((2R)-2-tert-butoxycarbonylamino-2benzhydryloxycarbonylethylthio)ethyl]-1,3-dihydro-3-(2-indolylcarbonylamino) -5-phenyl-2H-1,4-benzodiazepine-2-one), C1(=CC=CC=C1)OC (anisole), FC(C(=O)O)(F)F (trifluoroacetic acid). Run in ClCCl (dichloromethane). Conditions: time 3 hour. Yields the product 2-indolylcarbonylamino -5-phenyl-2H-1,4-benzodiazepine- 2-one, N[C@@H](CSCCN1C([C@H](N=C(C2=C1C=CC=C2)C2=CC=CC=C2)NC(=O)C=2NC1=CC=CC=C1C2)=O)C(=O)O ((3S)-1-[2-((2R)-2-amino-2-carboxyethylthio) ethyl]-1,3-dihydro-3-(2-indolylcarbonylamino) -5-phenyl-2H-1,4-benzodiazepine-2-one). As a reaction SMILES: C(OC([NH:8][C@H:9]([C:44]([O:46]C(C1C=CC=CC=1)C1C=CC=CC=1)=[O:45])[CH2:10][S:11][CH2:12][CH2:13][N:14]1[C:20]2[CH:21]=[CH:22][CH:23]=[CH:24][C:19]=2[C:18]([C:25]2[CH:30]=[CH:29][CH:28]=[CH:27][CH:26]=2)=[N:17][C@@H:16]([NH:31][C:32]([C:34]2[NH:35][C:36]3[C:41]([CH:42]=2)=[CH:40][CH:39]=[CH:38][CH:37]=3)=[O:33])[C:15]1=[O:43])=O)(C)(C)C.C(OC(N[C@H](C(OC(C1C=CC=CC=1)C1C=CC=CC=1)=O)CSCCN1C2C=CC=CC=2C(C2C=CC=CC=2)=N[C@H](NC(C2NC3C(C=2)=CC=CC=3)=O)C1=O)=O)(C)(C)C.C1(OC)C=CC=CC=1.FC(F)(F)C(O)=O>ClCCl>[NH2:8][C@H:9]([C:44]([OH:46])=[O:45])[CH2:10][S:11][CH2:12][CH2:13][N:14]1[C:20]2[CH:21]=[CH:22][CH:23]=[CH:24][C:19]=2[C:18]([C:25]2[CH:26]=[CH:27][CH:28]=[CH:29][CH:30]=2)=[N:17][C@H:16]([NH:31][C:32]([C:34]2[NH:35][C:36]3[C:41]([CH:42]=2)=[CH:40][CH:39]=[CH:38][CH:37]=3)=[O:33])[C:15]1=[O:43]. Procedure: A mixture of a mixture (0.66 g) of (3R)-1-[2-((2R)-2-tert-butoxycarbonylamino-2-benzhydryloxycarbonylethylthio)ethyl]-1,3-dihydro-3-(2-indolylcarbonylamino) -5-phenyl-2H-1,4-benzodiazepine-2-one and (3S)-1-[2-((2R)-2-tert-butoxycarbonylamino-2benzhydryloxycarbonylethylthio)ethyl]-1,3-dihydro-3-(2-indolylcarbonylamino) -5-phenyl-2H-1,4-benzodiazepine-2-one, anisole (0.6 ml), trifluoroacetic acid (1.5 ml) and dichloromethane (15 ml) was stirred for 3.0 hours at room temperature. After removal of t... Yields the product CCOC(C(=O)OC)C(O)c1ccc(OCc2ccccc2)cc1Cl. The reactants are CCOC(C(=O)N1C(=O)OCC1Cc1ccccc1)C(O)c1ccc(OCc2ccccc2)cc1Cl, C[O-], CO, [Na+]. Reaction SMILES: [CH2:1]([CH:2]1[CH2:3][O:4][C:5](=[O:6])[N:7]1[C:14]([CH:15]([CH:16]([OH:17])[c:18]1[c:19]([Cl:32])[cH:20][c:21]([O:24][CH2:25][c:26]2[cH:27][cH:28][cH:29][cH:30][cH:31]2)[cH:22][cH:23]1)[O:33][CH2:34][CH3:35])=[O:36])[c:8]1[cH:9][cH:10][cH:11][cH:12][cH:13]1.[CH3:37][O-:38].[CH3:40][OH:41].[Na+:39]>>[C:14]([CH:15]([CH:16]([OH:17])[c:18]1[c:19]([Cl:32])[cH:20][c:21]([O:24][CH2:25][c:26]2[cH:27][cH:28][cH:29][cH:30][cH:31]2)[cH:22][cH:23]1)[O:33][CH2:34][CH3:35])(=[O:36])[O:38][CH3:37]. The reactants are N(=NC(=O)OCC)C(=O)OCC (diethyl azodicarboxylate), ClC1=C2NC=NC2=NC=N1 (6-chloropurine), OCC/C=C/P(OC(C)C)(OC(C)C)=O (diisopropyl (E)-4-hydroxybut-1-enylphosphonate), C1(=CC=CC=C1)P(C1=CC=CC=C1)C1=CC=CC=C1 (triphenyl phosphine). The solvent is O1CCCC1 (tetrahydrofuran). Reaction conditions: temperature 0 celsius. The product is ClC1=C2N=CN(C2=NC=N1)CC\C=C\P(=O)(OC(C)C)OC(C)C ((E)-6-chloro-9-[4-(diisopropoxyphosphoryl)but-3-enyl]purine). Yield: 37.2%. RXN SMILES: [Cl:1][C:2]1[N:10]=[CH:9][N:8]=[C:7]2[C:3]=1[NH:4][CH:5]=[N:6]2.O[CH2:12][CH2:13]/[CH:14]=[CH:15]/[P:16](=[O:25])([O:21][CH:22]([CH3:24])[CH3:23])[O:17][CH:18]([CH3:20])[CH3:19].C1(P(C2C=CC=CC=2)C2C=CC=CC=2)C=CC=CC=1.N(C(OCC)=O)=NC(OCC)=O>O1CCCC1>[Cl:1][C:2]1[N:10]=[CH:9][N:8]=[C:7]2[C:3]=1[N:4]=[CH:5][N:6]2[CH2:12][CH2:13]/[CH:14]=[CH:15]/[P:16]([O:21][CH:22]([CH3:23])[CH3:24])([O:17][CH:18]([CH3:19])[CH3:20])=[O:25]. Reported procedure: To a mixture of 6-chloropurine (414 mg, 2.67 mmol), diisopropyl (E)-4-hydroxybut-1-enylphosphonate (630 mg, 2.67 mmol) and triphenyl phosphine (1.05 g, 4.00 mmol) in dry tetrahydrofuran (30 ml) stirred at 0° C. was added diethyl azodicarboxylate (0.70 g, 4.02 mmol). The mixture was allowed to warm to room temperature and stirred for 27.5 hr. The solvent was removed and the residue Was purified by column chromatography on silica gel eluting with dichloro-methane-methanol (24:1, 13:1) to give (E)-... Reactants: ClC1=CC=C(C=C1)S(=O)(=O)N=C=O (4-chlorobenzenesulfonylisocyanate), ClC1=CC(=C(C(=O)O)C=C1)NCC1=NC=CC=C1 (4-chloro-2-(2-pyridylmethyl)aminobenzoic acid). Yields the product ClC1=CC=C2C(N(C(N(C2=C1)CC1=NC=CC=C1)=O)S(=O)(=O)C1=CC=C(C=C1)Cl)=O (7-chloro-3-(4-chlorobenzenesulfonyl)-1-(2-pyridylmethyl)-2,4(1H,3H)-quinazolinedione). Isolated yield 36.0%. As a reaction SMILES: [Cl:1][C:2]1[CH:7]=[CH:6][C:5]([S:8]([N:11]=[C:12]=[O:13])(=[O:10])=[O:9])=[CH:4][CH:3]=1.[Cl:14][C:15]1[CH:23]=[CH:22][C:18]([C:19]([OH:21])=O)=[C:17]([NH:24][CH2:25][C:26]2[CH:31]=[CH:30][CH:29]=[CH:28][N:27]=2)[CH:16]=1>>[Cl:14][C:15]1[CH:16]=[C:17]2[C:18]([C:19](=[O:21])[N:11]([S:8]([C:5]3[CH:6]=[CH:7][C:2]([Cl:1])=[CH:3][CH:4]=3)(=[O:9])=[O:10])[C:12](=[O:13])[N:24]2[CH2:25][C:26]2[CH:31]=[CH:30][CH:29]=[CH:28][N:27]=2)=[CH:22][CH:23]=1. Procedure: 950 mg (4.35 mmol) of 4-chlorobenzenesulfonylisocyanate and 950 mg (3.61 mmol) of 4-chloro-2-(2-pyridylmethyl)aminobenzoic acid were treated in the same way as in Example 1 to obtain 600 mg of the above-identified compound (yield 36.0%). Properties: colorless crystal, Melting point: >180° C. (decomposition), PMR (δppm, DMSO-d6):5.29 (2H,s), 7.3-7.5 (4H,rn), 7.7-7.8 (3H,m), 7.97 (1H,d), 8.17 (2H,d), 8.48 (1H,d) Starting materials: C, CC1CC2(NC(=O)OC(C)(C)C)CN(C(=O)OCc3ccccc3)CC12, CO, [H][H], [Pd]. The product is CC1CC2(NC(=O)OC(C)(C)C)CNCC12. As a reaction SMILES: [C:31].[CH2:1]([O:2][C:3](=[O:4])[N:11]1[CH2:12][C:13]2([NH:19][C:20](=[O:21])[O:22][C:23]([CH3:24])([CH3:25])[CH3:26])[CH2:14][CH:15]([CH3:18])[CH:16]2[CH2:17]1)[c:5]1[cH:6][cH:7][cH:8][cH:9][cH:10]1.[CH3:29][OH:30].[H:27][H:28].[Pd:32]>>[NH:11]1[CH2:12][C:13]2([NH:19][C:20](=[O:21])[O:22][C:23]([CH3:24])([CH3:25])[CH3:26])[CH2:14][CH:15]([CH3:18])[CH:16]2[CH2:17]1. Starting materials: O=C1N(C(C2=CC=CC=C12)=O)CCC#CC1=CC2=C(N(C(C(C(N2C)=O)(C)C)=O)CC)C=C1 (7-[4-(1,3-dioxo-1,3-dihydroisoindol-2-yl)but-1-ynyl]-1-ethyl-3,3,5-trimethyl-1,5-dihydrobenzo[b][1,4]diazepine-2,4-dione). The reagents and catalysts are [Pd] (Palladium on carbon). Run in CO (methanol). Product: O=C1N(C(C2=CC=CC=C12)=O)CCCCC1=CC2=C(N(C(C(C(N2C)=O)(C)C)=O)CC)C=C1 (7-[4-(1,3-dioxo-1,3-dihydroisoindol-2-yl)butyl]-1-ethyl-3,3,5-trimethyl-1,5-dihydrobenzo[b][1,4]diazepine-2,4-dione). The yield is 86.9%. As a reaction SMILES: [O:1]=[C:2]1[C:10]2[C:5](=[CH:6][CH:7]=[CH:8][CH:9]=2)[C:4](=[O:11])[N:3]1[CH2:12][CH2:13][C:14]#[C:15][C:16]1[CH:33]=[CH:32][C:19]2[N:20]([CH2:30][CH3:31])[C:21](=[O:29])[C:22]([CH3:28])([CH3:27])[C:23](=[O:26])[N:24]([CH3:25])[C:18]=2[CH:17]=1>[Pd].CO>[O:1]=[C:2]1[C:10]2[C:5](=[CH:6][CH:7]=[CH:8][CH:9]=2)[C:4](=[O:11])[N:3]1[CH2:12][CH2:13][CH2:14][CH2:15][C:16]1[CH:33]=[CH:32][C:19]2[N:20]([CH2:30][CH3:31])[C:21](=[O:29])[C:22]([CH3:28])([CH3:27])[C:23](=[O:26])[N:24]([CH3:25])[C:18]=2[CH:17]=1. Reported procedure: 10% Palladium on carbon(0.52 g) was added to a methanol solution (50 ml) of 7-[4-(1,3-dioxo-1,3-dihydroisoindol-2-yl)but-1-ynyl]-1-ethyl-3,3,5-trimethyl-1,5-dihydrobenzo[b][1,4]diazepine-2,4-dione(2.2 g). The mixture was subjected to catalytic reduction at room temperature under normal pressure. The catalyst was removed by celite filtration, followed by concentration under reduced pressure to give the title compound(1.93 g) as a brown solid.